This data is from the Open Reaction Database (ORD), a public repository of structured organic reaction records. The task is: describe an organic reaction: reactants, conditions, products, and yield Starting materials: O=C([O-])[O-], COCn1ncc2cc(-c3nnc(S)o3)ccc21, CN(C)C=O, FC(F)(F)c1cccc(CCl)c1, [K+], [K+], O. The product is COCn1ncc2cc(-c3nnc(SCc4cccc(C(F)(F)F)c4)o3)ccc21. As a reaction SMILES: [C:31](=[O:32])([O-:33])[O-:34].[CH3:1][O:2][CH2:3][n:4]1[n:5][cH:6][c:7]2[cH:8][c:9](-[c:13]3[n:14][n:15][c:16]([SH:18])[o:17]3)[cH:10][cH:11][c:12]12.[CH3:38][N:39]([CH3:40])[CH:41]=[O:42].[F:19][C:20]([c:21]1[cH:22][c:23]([CH2:24][Cl:25])[cH:26][cH:27][cH:28]1)([F:29])[F:30].[K+:35].[K+:36].[OH2:37]>>[CH3:1][O:2][CH2:3][n:4]1[n:5][cH:6][c:7]2[cH:8][c:9](-[c:13]3[n:14][n:15][c:16]([S:18][CH2:24][c:23]4[cH:22][c:21]([C:20]([F:19])([F:29])[F:30])[cH:28][cH:27][cH:26]4)[o:17]3)[cH:10][cH:11][c:12]12.